Dataset: the Open Reaction Database (ORD), a public repository of structured organic reaction records. Task: describe an organic reaction: reactants, conditions, products, and yield Run in Br (hydrobromic acid). Procedure details: A solution of 1.36 g (5.0 mmol) 1-[2-(4-methoxy-phenyl)-thiazol-4-ylmethyl]-1H-[1,2,3]triazole in 100 ml 47% aqueous hydrobromic acid was stirred at 70° C. for 6 h. The reaction mixture was poured on ice, made basic with concentrated ammonia and extracted with ethyl acetate to yield 0.87 g raw product. This was purified on silica. Elution with ethyl acetate/heptane 1:1 furnished 287 mg (22%) 4-(4-[1,2,3]triazol-1-ylmethyl-thiazol-2-yl) -phenol as white crystals, melting at 164-166° C. Reaction SMILES: C[O:2][C:3]1[CH:8]=[CH:7][C:6]([C:9]2[S:10][CH:11]=[C:12]([CH2:14][N:15]3[CH:19]=[CH:18][N:17]=[N:16]3)[N:13]=2)=[CH:5][CH:4]=1.N>Br>[N:15]1([CH2:14][C:12]2[N:13]=[C:9]([C:6]3[CH:7]=[CH:8][C:3]([OH:2])=[CH:4][CH:5]=3)[S:10][CH:11]=2)[CH:19]=[CH:18][N:17]=[N:16]1. The product is N1(N=NC=C1)CC=1N=C(SC1)C1=CC=C(C=C1)O (4-(4-[1,2,3]triazol-1-ylmethyl-thiazol-2-yl) -phenol). The yield is 22.2%. Starting materials: COC1=CC=C(C=C1)C=1SC=C(N1)CN1N=NC=C1 (1-[2-(4-methoxy-phenyl)-thiazol-4-ylmethyl]-1H-[1,2,3]triazole), N (ammonia). Procedure: In like manner as in Preparation Example 1, 200 g of this 1-phenyl-1-(4'-tert-butylphenyl)ethane was reacted with acetyl chloride to obtain 1-(4-acetylphenyl)-1-(4'-tert-butylphenyl)ethane. Also in like manner as in Preparation Example 1, this compound was converted into an alcohol by using sodium borohydride, and the product was then dehydrated with potassium hydrogensulfate to obtain 1-(4-tert-butylphenyl)-1-(4'-vinylphenyl)ethane in a yield of 69.2% (b.p. 171° C./10 mmHg, 130° C./2 mmHg). As a reaction SMILES: [C:1]1([CH:7]([C:9]2[CH:14]=[CH:13][C:12]([C:15]([CH3:18])([CH3:17])[CH3:16])=[CH:11][CH:10]=2)[CH3:8])[CH:6]=[CH:5][CH:4]=[CH:3][CH:2]=1.[C:19](Cl)(=[O:21])[CH3:20]>>[C:19]([C:4]1[CH:3]=[CH:2][C:1]([CH:7]([C:9]2[CH:10]=[CH:11][C:12]([C:15]([CH3:17])([CH3:16])[CH3:18])=[CH:13][CH:14]=2)[CH3:8])=[CH:6][CH:5]=1)(=[O:21])[CH3:20]. The product is C(C)(=O)C1=CC=C(C=C1)C(C)C1=CC=C(C=C1)C(C)(C)C (1-(4-acetylphenyl)-1-(4'-tert-butylphenyl)ethane). The reactants are C1(=CC=CC=C1)C(C)C1=CC=C(C=C1)C(C)(C)C (1-phenyl-1-(4'-tert-butylphenyl)ethane), C(C)(=O)Cl (acetyl chloride). The reactants are C1CCOC1, C#CCC1(C(F)(F)F)CC(C)(C)c2ccccc2C(OCCCO)O1, Cl. The product is C#CCC1(C(F)(F)F)CC(C)(C)c2ccccc2C(O)O1. Reaction SMILES: [CH2:27]1[O:28][CH2:29][CH2:30][CH2:31]1.[CH3:1][C:2]1([CH3:25])[c:3]2[c:4]([cH:21][cH:22][cH:23][cH:24]2)[CH:5]([O:16][CH2:17][CH2:18][CH2:19][OH:20])[O:6][C:7]([C:9]([F:10])([F:11])[F:12])([CH2:13][C:14]#[CH:15])[CH2:8]1.[ClH:26]>>[CH3:1][C:2]1([CH3:25])[c:3]2[c:4]([cH:21][cH:22][cH:23][cH:24]2)[CH:5]([OH:16])[O:6][C:7]([C:9]([F:10])([F:11])[F:12])([CH2:13][C:14]#[CH:15])[CH2:8]1. Starting materials: C(=O)O (formic acid), CN(C)C=O (DMF), NC=1NC(=CC1C(=O)OCC)C (ethyl 2-amino-5-methyl-1H-pyrrole-3-carboxylate). Run in C(=O)N (formamide). Product: CC1=CC2=C(N=CN=C2O)N1 (6-methyl-7H-pyrrolo[2,3-d]pyrimidin-4-ol). Yield: 51.0%. RXN SMILES: [NH2:1][C:2]1[NH:3][C:4]([CH3:12])=[CH:5][C:6]=1[C:7](OCC)=[O:8].C(O)=O.[CH3:16][N:17](C=O)C>C(N)=O>[CH3:12][C:4]1[NH:3][C:2]2[N:1]=[CH:16][N:17]=[C:7]([OH:8])[C:6]=2[CH:5]=1. Procedure details: In a sealed tube, ethyl 2-amino-5-methyl-1H-pyrrole-3-carboxylate (150 mg, 0.9 mmol, prepared according to literature procedures, J. Heterocyclic Chem., 23:1555 (1985)) was dissolved in formamide (4.5 ml), formic acid (2.3 ml) and DMF (1.0 ml) and heated to 155° C. for 12 h. The reaction was concentrated, taken up with NaHCO3 solution, and extracted with DCM to afford 6-methyl-7H-pyrrolo[2,3-d]pyrimidin-4-ol (70 mg, 0.46 mmol, 51%, MS (ES+) [M+H]+=150). This material was dissolved in phosphorous...